From a dataset of the Open Reaction Database (ORD), a public repository of structured organic reaction records. describe an organic reaction: reactants, conditions, products, and yield Starting materials: ClC1=NC=2C=CC=CC2C2=C1N=C(N2CC(C)(OCCS(=O)(=O)C)C)C (4-chloro-2-methyl-1-{2-methyl-2-[2-(methylsulfonyl)ethoxy]propyl}-1H-imidazo[4,5-c]quinoline), N (ammonia). The solvent is CO (methanol), O (water). Run at temperature 150 celsius. Yields the product CC=1N(C2=C(C(=NC=3C=CC=CC23)N)N1)CC(C)(OCCS(=O)(=O)C)C (2-methyl-1-{2-methyl-2-[2-(methylsulfonyl)ethoxy]propyl}-1H-imidazo[4,5-c]quinolin-4-amine). RXN SMILES: Cl[C:2]1[C:11]2[N:12]=[C:13]([CH3:26])[N:14]([CH2:15][C:16]([CH3:25])([O:18][CH2:19][CH2:20][S:21]([CH3:24])(=[O:23])=[O:22])[CH3:17])[C:10]=2[C:9]2[CH:8]=[CH:7][CH:6]=[CH:5][C:4]=2[N:3]=1.[NH3:27]>CO.O>[CH3:26][C:13]1[N:14]([CH2:15][C:16]([CH3:25])([O:18][CH2:19][CH2:20][S:21]([CH3:24])(=[O:23])=[O:22])[CH3:17])[C:10]2[C:9]3[CH:8]=[CH:7][CH:6]=[CH:5][C:4]=3[N:3]=[C:2]([NH2:27])[C:11]=2[N:12]=1. Procedure details: A suspension of 4-chloro-2-methyl-1-{2-methyl-2-[2-(methylsulfonyl)ethoxy]propyl}-1H-imidazo[4,5-c]quinoline (1.80 g, 4.55 mmol) in a solution of ammonia in methanol (7 M, 18 mL) in a high pressure vessel was heated at 150° C. for 14 hours. The vessel was allowed to cool to room temperature. A solid was isolated by filtration, washed with methanol, and purified by flash chromatography (silica gel, eluted with 10% methanol in dichloromethane) to provide a white solid. The solid was stirred in wat... The reactants are II (iodine), O (water), SCC(C(=O)N(CC(=O)O)C1CCC2=CC(=C(C=C12)OC)OC)CS (N-(3-Mercapto-2-mercaptomethylpropionyl)-N-(5,6-dimethoxy-1-indanyl)glycine), II (iodine). Solvent: C(C)O (ethanol), C(C)O (ethanol). The product is COC=1C=C2CCC(C2=CC1OC)N(CC(=O)O)C(=O)C1CSSC1 (N-(5,6-dimethoxy-1-indanyl)-N-(1,2-dithiolane-4-carbonyl)glycine). The yield is 30.2%. As a reaction SMILES: [SH:1][CH2:2][CH:3]([CH2:24][SH:25])[C:4]([N:6]([CH:11]1[C:19]2[C:14](=[CH:15][C:16]([O:22][CH3:23])=[C:17]([O:20][CH3:21])[CH:18]=2)[CH2:13][CH2:12]1)[CH2:7][C:8]([OH:10])=[O:9])=[O:5].II.O>C(O)C>[CH3:23][O:22][C:16]1[CH:15]=[C:14]2[C:19](=[CH:18][C:17]=1[O:20][CH3:21])[CH:11]([N:6]([C:4]([CH:3]1[CH2:24][S:25][S:1][CH2:2]1)=[O:5])[CH2:7][C:8]([OH:10])=[O:9])[CH2:12][CH2:13]2. Procedure details: N-(3-Mercapto-2-mercaptomethylpropionyl)-N-(5,6-dimethoxy-1-indanyl)glycine (1 g) is dissolved in 20 ml of ethanol, and a 5% iodine solution in ethanol is added dropwise with ice cooling and stirring. When the color of iodine does not fade any more, the dropping is discontinued, the reaction mixture is poured into 100 ml of water and extracted with ethyl acetate, the extract is dried, and the solvent is then distilled off under reduced pressure. The residue is dissolved in ether, the insoluble s... Conditions: temperature 75 celsius. Yield: 70.4%. Run in CN(C=O)C (N,N-dimethylformamide), C(C)(=O)OCC (ethyl acetate), C1(=CC=CC=C1)C (toluene). Procedure details: To a solution of 2-bromoaniline (2.0 g, 12 mmol) in N,N-dimethylformamide (15 mL) was added potassium carbonate (2.4 g, 18 mmol) and 3-bromocyclohexene (2.7 mL, 23 mmol). The mixture was heated at 75° C. for 16 hours. The reaction was allowed to cool before being diluted with ethyl acetate (50 mL) and toluene (15 mL). The solution was washed with brine, dried over magnesium sulfate, and concentrated. The residue was dried under high vacuum to yield 2.13 g (73%) of N-(2-bromophenyl)-N-cyclohex-2-... Reaction SMILES: [Br:1][C:2]1[CH:8]=[CH:7][CH:6]=[CH:5][C:3]=1[NH2:4].C(=O)([O-])[O-].[K+].[K+].Br[CH:16]1[CH2:21][CH2:20][CH2:19][CH:18]=[CH:17]1>CN(C)C=O.C(OCC)(=O)C.C1(C)C=CC=CC=1>[Br:1][C:2]1[CH:8]=[CH:7][CH:6]=[CH:5][C:3]=1[NH:4][CH:21]1[CH2:20][CH2:19][CH2:18][CH:17]=[CH:16]1 |f:1.2.3|. Product: BrC1=C(C=CC=C1)NC1C=CCCC1 (N-(2-bromophenyl)-N-cyclohex-2-en-1-ylamine). The reactants are BrC1=C(N)C=CC=C1 (2-bromoaniline), C([O-])([O-])=O.[K+].[K+] (potassium carbonate), BrC1C=CCCC1 (3-bromocyclohexene). Reactants: CS(=O)(=O)OC1CCOCC1, CCOC(C)=O, CC#N, [K+], [K+], O=C([O-])[O-], COC(=O)c1cccc(O)c1[N+](=O)[O-]. Product: COC(=O)c1cccc(OC2CCOCC2)c1[N+](=O)[O-]. RXN SMILES: [CH3:15][S:16]([O:17][CH:20]1[CH2:21][CH2:22][O:23][CH2:24][CH2:25]1)(=[O:18])=[O:19].[CH3:32][CH2:33][O:34][C:35](=[O:36])[CH3:37].[CH3:38][C:39]#[N:40].[K+:26].[K+:27].[O-:28][C:29]([O-:30])=[O:31].[OH:1][c:2]1[c:3]([N+:12](=[O:13])[O-:14])[c:4]([C:5](=[O:6])[O:7][CH3:8])[cH:9][cH:10][cH:11]1>>[O:1]([c:2]1[c:3]([N+:12](=[O:13])[O-:14])[c:4]([C:5](=[O:6])[O:7][CH3:8])[cH:9][cH:10][cH:11]1)[CH:20]1[CH2:21][CH2:22][O:23][CH2:24][CH2:25]1. The reactants are C#CCNC(=O)OC(C)(C)C, CCNCC, O=C(c1cc(Cl)ccc1I)c1c(F)cccc1F, ClCCl, Cl[Pd]Cl, c1ccc(P(c2ccccc2)c2ccccc2)cc1, c1ccc(P(c2ccccc2)c2ccccc2)cc1. Product: CC(C)(C)OC(=O)NCC#Cc1ccc(Cl)cc1C(=O)c1c(F)cccc1F. RXN SMILES: [C:19]([CH3:20])([CH3:21])([CH3:22])[O:23][C:24]([NH:25][CH2:26][C:27]#[CH:28])=[O:29].[CH2:30]([NH:31][CH2:32][CH3:33])[CH3:34].[Cl:1][c:2]1[cH:3][cH:4][c:5]([I:18])[c:6]([C:8](=[O:9])[c:10]2[c:11]([F:17])[cH:12][cH:13][cH:14][c:15]2[F:16])[cH:7]1.[Cl:35][CH2:36][Cl:37].[Pd:38]([Cl:39])[Cl:40].[c:41]1([P:42]([c:43]2[cH:44][cH:45][cH:46][cH:47][cH:48]2)[c:49]2[cH:50][cH:51][cH:52][cH:53][cH:54]2)[cH:55][cH:56][cH:57][cH:58][cH:59]1.[c:60]1([P:61]([c:62]2[cH:63][cH:64][cH:65][cH:66][cH:67]2)[c:68]2[cH:69][cH:70][cH:71][cH:72][cH:73]2)[cH:74][cH:75][cH:76][cH:77][cH:78]1>>[Cl:1][c:2]1[cH:3][cH:4][c:5]([C:28]#[C:27][CH2:26][NH:25][C:24]([O:23][C:19]([CH3:20])([CH3:21])[CH3:22])=[O:29])[c:6]([C:8](=[O:9])[c:10]2[c:11]([F:17])[cH:12][cH:13][cH:14][c:15]2[F:16])[cH:7]1. Starting materials: NCCOC1=CC=C(C=C1)[C@H](C(=O)OC)NS(=O)(=O)C1=CC=C(C=C1)OCC#CC (methyl(2R)-[4-(2-aminoethoxy)phenyl]({[4(2-butynyloxy)phenyl]sulfonyl}amino)ethanoate), C(C)(=O)OC(C)=O (acetic anhydride). The solvent is N1=CC=CC=C1 (pyridine). Yields the product C(C)(=O)NCCOC1=CC=C(C=C1)[C@H](C(=O)OC)NS(=O)(=O)C1=CC=C(C=C1)OCC#CC (methyl (2R)-{4-[2-(acetylamino)ethoxy]phenyl}({[4-(2-butynyloxy)phenyl]sulfonyl}amino)-ethanoate). Reaction SMILES: [NH2:1][CH2:2][CH2:3][O:4][C:5]1[CH:10]=[CH:9][C:8]([C@@H:11]([NH:16][S:17]([C:20]2[CH:25]=[CH:24][C:23]([O:26][CH2:27][C:28]#[C:29][CH3:30])=[CH:22][CH:21]=2)(=[O:19])=[O:18])[C:12]([O:14][CH3:15])=[O:13])=[CH:7][CH:6]=1.[C:31](OC(=O)C)(=[O:33])[CH3:32]>N1C=CC=CC=1>[C:31]([NH:1][CH2:2][CH2:3][O:4][C:5]1[CH:10]=[CH:9][C:8]([C@@H:11]([NH:16][S:17]([C:20]2[CH:21]=[CH:22][C:23]([O:26][CH2:27][C:28]#[C:29][CH3:30])=[CH:24][CH:25]=2)(=[O:19])=[O:18])[C:12]([O:14][CH3:15])=[O:13])=[CH:7][CH:6]=1)(=[O:33])[CH3:32]. Reported procedure: A solution of 0.219 g (0.507 mmol) of methyl(2R)-[4-(2-aminoethoxy)phenyl]({[4(2-butynyloxy)phenyl]sulfonyl}amino)ethanoate in 2.5 mL of acetic anhydride and 0.25 mL of pyridine was stirred at room temperature for 15 h and then concentrated in vacuo. The residue was chromatographed on silica gel eluting with ethyl acetate/hexanes (1:1) to provide 0.213 g of methyl (2R)-{4-[2-(acetylamino)ethoxy]phenyl}({[4-(2-butynyloxy)phenyl]sulfonyl}amino)-ethanoate as a white foam. Electrospray Mass Spec 475... Starting materials: Cl (HCl), FC1=C(OC2=CC(=NC=C2)C2=CC(=CN2)C(=O)NCCC(=O)OC)C=C(C=C1)C(=O)NC1=CC(=CC=C1)C (methyl 3-[({5-[4-(2-fluoro-5-{[(3-methylphenyl)amino]carbonyl}phenoxy)pyridin-2-yl]-1H-pyrrol-3-yl}carbonyl)amino]propanoate), O (water), [OH-].[Na+] (NaOH). Run in C1CCOC1.CO (THF MeOH). Run at time 3 hour. The product is FC1=C(OC2=CC(=NC=C2)C2=CC(=CN2)C(=O)NCCC(=O)O)C=C(C=C1)C(=O)NC1=CC(=CC=C1)C (3-[({5-[4-(2-fluoro-5-{[(3-methylphenyl)amino]carbonyl}phenoxy)pyridin-2-yl]-1H-pyrrol-3-yl}carbonyl)amino]propanoic acid). As a reaction SMILES: [F:1][C:2]1[CH:28]=[CH:27][C:26]([C:29]([NH:31][C:32]2[CH:37]=[CH:36][CH:35]=[C:34]([CH3:38])[CH:33]=2)=[O:30])=[CH:25][C:3]=1[O:4][C:5]1[CH:10]=[CH:9][N:8]=[C:7]([C:11]2[NH:15][CH:14]=[C:13]([C:16]([NH:18][CH2:19][CH2:20][C:21]([O:23]C)=[O:22])=[O:17])[CH:12]=2)[CH:6]=1.[OH-].[Na+].O.Cl>C1COCC1.CO>[F:1][C:2]1[CH:28]=[CH:27][C:26]([C:29]([NH:31][C:32]2[CH:37]=[CH:36][CH:35]=[C:34]([CH3:38])[CH:33]=2)=[O:30])=[CH:25][C:3]=1[O:4][C:5]1[CH:10]=[CH:9][N:8]=[C:7]([C:11]2[NH:15][CH:14]=[C:13]([C:16]([NH:18][CH2:19][CH2:20][C:21]([OH:23])=[O:22])=[O:17])[CH:12]=2)[CH:6]=1 |f:1.2,5.6|. Procedure: To a stirred solution of methyl 3-[({5-[4-(2-fluoro-5-{[(3-methylphenyl)amino]carbonyl}phenoxy)pyridin-2-yl]-1H-pyrrol-3-yl}carbonyl)amino]propanoate (80 mg, 0.16 mmol) in a mixture of THF/MeOH (5 ml/5 ml) was added 1M NaOH solution (1 ml, 1 mmol). The mixture was stirred at room temperature for 3 hours and poured into 50 ml of water. 1M HCl was added dropwise until pH=4. The precipitates were filtered, washed with water and dried in vacuo to give 3-[({5-[4-(2-fluoro-5-{[(3-methylphenyl)amino]ca...